From a dataset of the Open Reaction Database (ORD), a public repository of structured organic reaction records. describe an organic reaction: reactants, conditions, products, and yield Reactants: CC(=O)Nc1nc2ccc(Oc3cccc(NC(=O)C(F)(F)F)c3)c(C#N)c2s1, CCOC(C)=O, [Li+], C1CCOC1, [OH-], O. Yields the product CC(=O)Nc1nc2ccc(Oc3cccc(N)c3)c(C#N)c2s1. Reaction SMILES: [C:1]([CH3:2])(=[O:3])[NH:4][c:5]1[s:6][c:7]2[c:8]([n:9]1)[cH:10][cH:11][c:12]([O:16][c:17]1[cH:18][c:19]([NH:23][C:24](=[O:25])[C:26]([F:27])([F:28])[F:29])[cH:20][cH:21][cH:22]1)[c:13]2[C:14]#[N:15].[CH3:38][CH2:39][O:40][C:41](=[O:42])[CH3:43].[Li+:32].[O:33]1[CH2:34][CH2:35][CH2:36][CH2:37]1.[OH-:31].[OH2:30]>>[C:1]([CH3:2])(=[O:3])[NH:4][c:5]1[s:6][c:7]2[c:8]([n:9]1)[cH:10][cH:11][c:12]([O:16][c:17]1[cH:18][c:19]([NH2:23])[cH:20][cH:21][cH:22]1)[c:13]2[C:14]#[N:15].